describe an organic reaction: reactants, conditions, products, and yield From a dataset of the Open Reaction Database (ORD), a public repository of structured organic reaction records. The reactants are of4-(R)-benzyl-3-(2-(R)-{4-[5-(4-fluorophenyl)pyrimidin-2-yl]piperazine-1-sulfonylmethyl}-3-methyl-butyryl)oxazolidin-2-one, Cl.Cl.Cl.N1(CCNCC1)C1=NC=C(C=N1)C=1C=NC=CC1 (2-piperazin-1-yl-5-pyridin-3-ylpyrimidine, trihydrochloride), C(C1=CC=CC=C1)[C@H]1N(C(OC1)=O)C([C@@H](C(C)C)CS(=O)(=O)Cl)=O (4-(R)-benzyl-3-(2-(R)-chlorosulfonylmethyl-3-methylbutyryl)oxazolidin-2-one). The product is C(C1=CC=CC=C1)[C@H]1N(C(OC1)=O)C([C@@H](C(C)C)CS(=O)(=O)N1CCN(CC1)C1=NC=C(C=N1)C=1C=NC=CC1)=O (4(R)-Benzyl-3-{3-methyl-2-(R)-[4-(5-pyridin-3-ylpyrimidin-2-yl)piperazine-1-sulfonylmethyl]butyryl}oxazolidin-2-one). Yield: 81.6%. RXN SMILES: Cl.Cl.Cl.[N:4]1([C:10]2[N:15]=[CH:14][C:13]([C:16]3[CH:17]=[N:18][CH:19]=[CH:20][CH:21]=3)=[CH:12][N:11]=2)[CH2:9][CH2:8][NH:7][CH2:6][CH2:5]1.[CH2:22]([C@@H:29]1[CH2:33][O:32][C:31](=[O:34])[N:30]1[C:35](=[O:45])[C@H:36]([CH2:40][S:41](Cl)(=[O:43])=[O:42])[CH:37]([CH3:39])[CH3:38])[C:23]1[CH:28]=[CH:27][CH:26]=[CH:25][CH:24]=1>>[CH2:22]([C@@H:29]1[CH2:33][O:32][C:31](=[O:34])[N:30]1[C:35](=[O:45])[C@H:36]([CH2:40][S:41]([N:7]1[CH2:6][CH2:5][N:4]([C:10]2[N:15]=[CH:14][C:13]([C:16]3[CH:17]=[N:18][CH:19]=[CH:20][CH:21]=3)=[CH:12][N:11]=2)[CH2:9][CH2:8]1)(=[O:43])=[O:42])[CH:37]([CH3:39])[CH3:38])[C:23]1[CH:28]=[CH:27][CH:26]=[CH:25][CH:24]=1 |f:0.1.2.3|. Procedure: Prepared according to the method for the preparation of4-(R)-benzyl-3-(2-(R)-{4-[5-(4-fluorophenyl)pyrimidin-2-yl]piperazine-1-sulfonylmethyl}-3-methyl-butyryl)oxazolidin-2-one, from 2-piperazin-1-yl-5-pyridin-3-ylpyrimidine, trihydrochloride (0.292 g) and 4-(R)-benzyl-3-(2-(R)-chlorosulfonylmethyl-3-methylbutyryl)oxazolidin-2-one (0.343 g), to yield the title compound as a yellow solid (0.393 g, 82%). The reactants are ClCCl, CC(=O)O, O=C1OC(=O)c2c1cccc2[N+](=O)[O-], CCOc1cc(C(N)CC#N)ccc1OC. Yields the product CCOc1cc(C(CC#N)N2C(=O)c3cccc([N+](=O)[O-])c3C2=O)ccc1OC. As a reaction SMILES: [CH2:35]([Cl:36])[Cl:37].[CH3:31][C:32](=[O:33])[OH:34].[N+:1](=[O:2])([O-:3])[c:4]1[c:5]2[c:6]([cH:12][cH:13][cH:14]1)[C:7](=[O:8])[O:9][C:10]2=[O:11].[NH2:15][CH:16]([CH2:17][C:18]#[N:19])[c:20]1[cH:21][c:22]([O:28][CH2:29][CH3:30])[c:23]([O:26][CH3:27])[cH:24][cH:25]1>>[N+:1](=[O:2])([O-:3])[c:4]1[c:5]2[c:6]([cH:12][cH:13][cH:14]1)[C:7](=[O:9])[N:15]([CH:16]([CH2:17][C:18]#[N:19])[c:20]1[cH:21][c:22]([O:28][CH2:29][CH3:30])[c:23]([O:26][CH3:27])[cH:24][cH:25]1)[C:10]2=[O:11]. The reactants are O=S1(N=C(NC2=C1C=CC=C2)C2=C(C1=C(N(C2=O)N=CC(C)C)C=CS1)O)=O (6-(1,1-dioxido-4H-1,2,4-benzothiadiazin-3-yl)-7-hydroxy-4-{[2-methylpropylidene]amino}thieno[3,2-b]pyridin-5(4H)-one), CO (methanol), solution, [BH4-].[Li+] (lithium borohydride), O1CCCC1 (tetrahydrofuran), O1CCCC1 (tetrahydrofuran), Cl (hydrochloric acid). The solvent is O (water). Reaction conditions: temperature 25 celsius, time 1 hour. Yields the product C1(CCCCC1)CNN1C2=C(C(=C(C1=O)C1=NS(C3=C(N1)C=CC=C3)(=O)=O)O)SC=C2 (4-[(cyclohexylmethyl)amino]-6-(1,1-dioxido-4H-1,2,4-benzothiadiazin-3-yl)-7-hydroxythieno[3,2-b]pyridin-5(4H)-one). As a reaction SMILES: [O:1]=[S:2]1(=[O:28])[C:7]2[CH:8]=[CH:9][CH:10]=[CH:11][C:6]=2[NH:5][C:4]([C:12]2[C:17](=[O:18])[N:16]([N:19]=[CH:20][CH:21]([CH3:23])[CH3:22])[C:15]3[CH:24]=[CH:25][S:26][C:14]=3[C:13]=2[OH:27])=[N:3]1.CO.[BH4-].[Li+].Cl.O1C[CH2:37][CH2:36][CH2:35]1>O>[CH:21]1([CH2:20][NH:19][N:16]2[C:17](=[O:18])[C:12]([C:4]3[NH:5][C:6]4[CH:11]=[CH:10][CH:9]=[CH:8][C:7]=4[S:2](=[O:1])(=[O:28])[N:3]=3)=[C:13]([OH:27])[C:14]3[S:26][CH:25]=[CH:24][C:15]2=3)[CH2:22][CH2:37][CH2:36][CH2:35][CH2:23]1 |f:2.3|. Procedure details: The product of Example 269A (0.12 g, 0.26 mmol) in tetrahydrofuran (5 mL) and methanol (0.021 mL, 0.52 mmol) at 0° C. was treated dropwise with a 2.0M solution of lithium borohydride in tetrahydrofuran (0.195 mL, 0.39 mmol). The reaction was stirred at 25° C. for 1 hour, acidified with 1M hydrochloric acid a pH of approximately 2-4, diluted with water (15 mL), and the resulting precipitate was collected by filtration and dried. The crude product was chromatographed on silica gel with 97:3 dichlo... Reactants: CCCCN1CCOc2c(C#N)cc(C(=O)OC)cc21, CO, [K+], [OH-], O. The product is CCCCN1CCOc2c(C#N)cc(C(=O)O)cc21. Reaction SMILES: [CH2:1]([CH2:2][CH2:3][CH3:4])[N:5]1[CH2:6][CH2:7][O:8][c:9]2[c:10]1[cH:11][c:12]([C:17](=[O:18])[O:19][CH3:20])[cH:13][c:14]2[C:15]#[N:16].[CH3:23][OH:24].[K+:22].[OH-:21].[OH2:25]>>[CH2:1]([CH2:2][CH2:3][CH3:4])[N:5]1[CH2:6][CH2:7][O:8][c:9]2[c:10]1[cH:11][c:12]([C:17](=[O:18])[OH:19])[cH:13][c:14]2[C:15]#[N:16]. The reactants are C(CC)N(C1CC2=CC(=C(C=C2C1)C(=O)[O-])C(=O)[O-])CCC (2-(dipropylamino)-2,3-dihydro-1H-indene-5,6-dicarboxylate), Cl.Cl.C(C1=CC=CC=C1)NN (benzylhydrazine dihydrochloride), Cl (HCl). Solvent: CC(=O)O (HOAc). The product is C(CC)N(C1CC=2C(=CC=3C(N(NC(C3C2)=O)CC2=CC=CC=C2)=O)C1)CCC (7-(Dipropylamino)-2,3,7,8-tetrahydro-2-(phenylmethyl)-1H-cyclopenta[g]phthalazine-1,4(6H)-dione). As a reaction SMILES: [CH2:1]([N:4]([CH2:20][CH2:21][CH3:22])[CH:5]1[CH2:13][C:12]2[C:7](=[CH:8][C:9]([C:17]([O-:19])=O)=[C:10]([C:14]([O-])=[O:15])[CH:11]=2)[CH2:6]1)[CH2:2][CH3:3].Cl.Cl.[CH2:25]([NH:32][NH2:33])[C:26]1[CH:31]=[CH:30][CH:29]=[CH:28][CH:27]=1.Cl>CC(O)=O>[CH2:1]([N:4]([CH2:20][CH2:21][CH3:22])[CH:5]1[CH2:6][C:7]2=[CH:8][C:9]3[C:17](=[O:19])[N:32]([CH2:25][C:26]4[CH:31]=[CH:30][CH:29]=[CH:28][CH:27]=4)[NH:33][C:14](=[O:15])[C:10]=3[CH:11]=[C:12]2[CH2:13]1)[CH2:2][CH3:3] |f:1.2.3|. Reported procedure: Using procedure 51, 2-(dipropylamino)-2,3-dihydro-1H-indene-5,6-dicarboxylate (92, 0.349 g, 1 mmol) was treated with benzylhydrazine dihydrochloride (0.27 g, 1.4 mmol) in HOAc (20 mL) Purification using silica gel, eluting with 19:1 CH2Cl2 /MeOH, afforded a solid that was converted to an HCl salt and recrystallized from EtOAc/MeOH to give 135 as a white solid (m.p. 219-220° C.). The reactants are FC=1C(NC(N([C@H]2C[C@H](O)[C@@H](CO)O2)C1)=O)=O (5-fluoro-2'-deoxyuridine), C1(=CC=CC=C1)C(C1=CC=CC=C1)(C1=CC=CC=C1)Cl (triphenylmethyl chloride), CN(C)C1=NC=CC=C1 (dimethylaminopyridine), N1C=NC=C1 (Imidazole), [Si](C)(C)(C(C)(C)C)Cl (t-butyldimethylsilyl chloride). The solvent is N1=CC=CC=C1 (pyridine). Conditions: temperature 80 celsius, time 30 minute. Yields the product [Si](C)(C)(C(C)(C)C)O[C@H]1C[C@@H](O[C@@H]1CO)N1C(=O)NC(=O)C(=C1)F (3'-O-t-Butyldimethylsilyl-5-fluoro-2'-deoxyuridine). The yield is 48.4%. RXN SMILES: [F:1][C:2]1[C:3](=[O:17])[NH:4][C:5](=[O:16])[N:6]([CH:15]=1)[C@@H:7]1[O:14][C@H:11]([CH2:12][OH:13])[C@@H:9]([OH:10])[CH2:8]1.C1(C(Cl)(C2C=CC=CC=2)C2C=CC=CC=2)C=CC=CC=1.CN(C1C=CC=CN=1)C.N1C=CN=C1.[Si:52](Cl)([C:55]([CH3:58])([CH3:57])[CH3:56])([CH3:54])[CH3:53]>N1C=CC=CC=1>[Si:52]([O:10][C@@H:9]1[C@@H:11]([CH2:12][OH:13])[O:14][C@@H:7]([N:6]2[CH:15]=[C:2]([F:1])[C:3](=[O:17])[NH:4][C:5]2=[O:16])[CH2:8]1)([C:55]([CH3:58])([CH3:57])[CH3:56])([CH3:54])[CH3:53]. Procedure details: To a solution of 5-fluoro-2'-deoxyuridine (14, 1.00 g, 4.06 mmol) in pyridine (7 ml) was added triphenylmethyl chloride (1.25 g, 4.47 mmol) and dimethylaminopyridine (0.4 g, 3.05 mmol). The mixture was allowed to stir at 80° C. for 30 min. The pyridine was removed under reduced pressure and the residue dissolved in DMF (4 ml). Imidazole (0.67 g, 9.77 mmol) and t-butyldimethylsilyl chloride (0.74 g, 4.88 mmol) were added, and the mixture was allowed to stir overnight at room temperature. The DMF ...